From a dataset of the Open Reaction Database (ORD), a public repository of structured organic reaction records. describe an organic reaction: reactants, conditions, products, and yield The reactants are C(#N)C1=C(C=C(N)C(=C1)[N+](=O)[O-])N1C=CC(C=C1)=O (4-cyano-3-(4-oxo-4H-pyridin-1-yl)-6-nitroaniline), O (water), Cl (hydrochloric acid). Reagents/catalysts: [Fe] (iron). The solvent is C(C)O (ethanol). Product: C(#N)C1=CC(=C(C=C1N1C=CC(C=C1)=O)N)N (4-Cyano-5-(4-oxo-4H-pyridin-1-yl)-1,2-phenylenediamine). The yield is 63.3%. Reaction SMILES: [C:1]([C:3]1[CH:9]=[C:8]([N+:10]([O-])=O)[C:6]([NH2:7])=[CH:5][C:4]=1[N:13]1[CH:18]=[CH:17][C:16](=[O:19])[CH:15]=[CH:14]1)#[N:2].O.Cl>[Fe].C(O)C>[C:1]([C:3]1[C:4]([N:13]2[CH:18]=[CH:17][C:16](=[O:19])[CH:15]=[CH:14]2)=[CH:5][C:6]([NH2:7])=[C:8]([NH2:10])[CH:9]=1)#[N:2]. Procedure details: First, a mixture containing 490 mg of 4-cyano-3-(4-oxo-4H-pyridin-1-yl)-6-nitroaniline, 642 mg of iron powder, 4 ml of water, 16 ml of ethanol, and 0.2 ml of 2N hydrochloric acid was heated in an oil bath for 1 hour. The subsequent processes were conducted in the same way as in Reference Example 3 to give crude crystals. Then, 405 mg of the crude crystals were recrystallized with methanol/isopropanol to give 274 mg of crystals of 4-cyano-5-(4-oxo-4H-pyridin-1-yl)-1,2-phenylenediamine. Reactants: CC(=O)CC(C)C, N#CCCl, Fc1ccc(C(c2ccc(F)cc2)C2CCNCC2)cc1, [I-], [Na+], [Na+], [Na+], O=C([O-])[O-]. The product is N#CCN1CCC(C(c2ccc(F)cc2)c2ccc(F)cc2)CC1. RXN SMILES: [CH2:34]([C:35]([CH3:36])=[O:37])[CH:38]([CH3:39])[CH3:40].[Cl:28][CH2:29][C:30]#[N:31].[F:1][c:2]1[cH:3][cH:4][c:5]([CH:8]([CH:9]2[CH2:10][CH2:11][NH:12][CH2:13][CH2:14]2)[c:15]2[cH:16][cH:17][c:18]([F:21])[cH:19][cH:20]2)[cH:6][cH:7]1.[I-:33].[Na+:22].[Na+:23].[Na+:32].[O-:24][C:25](=[O:26])[O-:27]>>[F:1][c:2]1[cH:3][cH:4][c:5]([CH:8]([CH:9]2[CH2:10][CH2:11][N:12]([CH2:29][C:30]#[N:31])[CH2:13][CH2:14]2)[c:15]2[cH:16][cH:17][c:18]([F:21])[cH:19][cH:20]2)[cH:6][cH:7]1. Reactants: C(#N)C1=CC=C(C=C1)CC(=O)N1CC2=CC(=CC=C2CC1)[N+](=O)[O-] (2-[(4-cyanophenyl)-acetyl]-7-nitro-1,2,3,4-tetrahydro-isoquinoline). The reagents and catalysts are [H][H].[Pd] (hydrogen palladium). Product: C(#N)C1=CC=C(C=C1)CC(=O)N1CC2=CC(=CC=C2CC1)N (2-[(4-cyanophenyl)-acetyl]-7-amino-1,2,3,4-tetrahydro-isoquinoline). RXN SMILES: [C:1]([C:3]1[CH:8]=[CH:7][C:6]([CH2:9][C:10]([N:12]2[CH2:21][CH2:20][C:19]3[C:14](=[CH:15][C:16]([N+:22]([O-])=O)=[CH:17][CH:18]=3)[CH2:13]2)=[O:11])=[CH:5][CH:4]=1)#[N:2]>[H][H].[Pd]>[C:1]([C:3]1[CH:4]=[CH:5][C:6]([CH2:9][C:10]([N:12]2[CH2:21][CH2:20][C:19]3[C:14](=[CH:15][C:16]([NH2:22])=[CH:17][CH:18]=3)[CH2:13]2)=[O:11])=[CH:7][CH:8]=1)#[N:2] |f:1.2|. Procedure details: Prepared analogously to Example 1b from 2-[(4-cyanophenyl)-acetyl]-7-nitro-1,2,3,4-tetrahydro-isoquinoline and hydrogen/palladium. RXN SMILES: [NH:1]1[CH2:6][CH2:5][CH2:4][CH2:3][CH2:2]1.[Br:7][CH2:8][CH2:9][CH2:10]Br.C(=O)([O-])[O-].[Na+].[Na+]>O>[Br:7][CH2:8][CH2:9][CH2:10][N:1]1[CH2:6][CH2:5][CH2:4][CH2:3][CH2:2]1 |f:2.3.4|. The solvent is O (water). Yields the product BrCCCN1CCCCC1 (1-(3-bromo-propyl)-piperidine). Procedure details: Combine piperidine (5.0 g, 58.7 mmol), fused sodium acetate (4.82 g, 58.7 mmol) and 1,3-dibromopropane (11.85 g, 58.7 mmol) and reflux for several hours. Pour the mixture into water and add sodium carbonate to create a basic pH. Remove the unreacted 1,3-dibromopropane by distillation. Extract the left-over residue with ether and evaporate to obtain the final, desired compound. Reactants: N1CCCCC1 (piperidine), fused sodium acetate, BrCCCBr (1,3-dibromopropane), C([O-])([O-])=O.[Na+].[Na+] (sodium carbonate). Reactants: [BH4-], COC(=O)C1C(=O)CC2CCC1O2, CO, [Na+]. Product: COC(=O)C1C(O)CC2CCC1O2. As a reaction SMILES: [BH4-:1].[C:3](=[O:4])([O:5][CH3:6])[CH:7]1[CH:8]2[CH2:9][CH2:10][CH:11]([CH2:12][C:13]1=[O:14])[O:15]2.[CH3:16][OH:17].[Na+:2]>>[C:3](=[O:4])([O:5][CH3:6])[CH:7]1[CH:8]2[CH2:9][CH2:10][CH:11]([CH2:12][CH:13]1[OH:14])[O:15]2. The reactants are Cl (Hydrogen chloride), ClC1=C(N)C=CC(=C1)C(F)(F)F (2-chloro-4-trifluoromethylaniline), ClC1=C(N)C=C(C=C1)C(F)(F)F (2-chloro-5-trifluoromethylaniline), mixture. The reagents and catalysts are [Ni] (Raney Nickel). Solvent: ClC1=CC=CC=C1 (chlorobenzene), C(C)O (ethanol), C(C)O (ethanol). The product is Cl.ClC1=C(N)C=CC(=C1)C(F)(F)F (2-chloro-4-trifluoromethylaniline hydrochloride). Reaction SMILES: [Cl:1][C:2]1[CH:8]=[C:7]([C:9]([F:12])([F:11])[F:10])[CH:6]=[CH:5][C:3]=1[NH2:4].ClC1C=CC(C(F)(F)F)=CC=1N.Cl>[Ni].C(O)C.ClC1C=CC=CC=1>[ClH:1].[Cl:1][C:2]1[CH:8]=[C:7]([C:9]([F:10])([F:11])[F:12])[CH:6]=[CH:5][C:3]=1[NH2:4] |f:6.7|. Reported procedure: Raney Nickel (0.7 g) was added to a solution of the above isomer mixture (35.85 g) in ethanol in a hydrogenation reactor at 50° C. under hydrogen at 5 bar for 5 hours. The mixture was cooled, filtered and evaporated to give a 95/5 mixture of 2-chloro-4-trifluoromethylaniline and 2-chloro-5-trifluoromethylaniline (33.1 g). Hydrogen chloride gas was added over 0.5 hour to a solution of the above mixture in ethanol and chlorobenzene, cooled to 0° C., and filtered to give 2-chloro-4-trifluoromethyla... Reactants: FC(C(=O)N1CCC2=C(C=3C(CCC3C=C2)(C=2SC=CN2)O)CC1)(F)F (2,2,2-Trifluoro-1-(1-hydroxy-1-thiazol-2-yl-1,3,6,7,9,10-hexahydro-2H-8-aza-cyclohepta[e]inden-8-yl)-ethanone). Solvent: Cl.O1CCOCC1 (HCl dioxane). Run at temperature 60 celsius. Yields the product FC(C(=O)N1CCC2=C(C=3C(=CCC3C=C2)C=2SC=CN2)CC1)(F)F (2,2,2-Trifluoro-1-(1-thiazol-2-yl-6,7,9,10-tetrahydro-3H-8-aza-cyclohepta[e]inden-8-yl)-ethanone). Isolated yield 5.3%. RXN SMILES: [F:1][C:2]([F:26])([F:25])[C:3]([N:5]1[CH2:24][CH2:23][C:9]2[C:10]3[C:11](O)([C:17]4[S:18][CH:19]=[CH:20][N:21]=4)[CH2:12][CH2:13][C:14]=3[CH:15]=[CH:16][C:8]=2[CH2:7][CH2:6]1)=[O:4]>Cl.O1CCOCC1>[F:26][C:2]([F:1])([F:25])[C:3]([N:5]1[CH2:24][CH2:23][C:9]2[C:10]3[C:11]([C:17]4[S:18][CH:19]=[CH:20][N:21]=4)=[CH:12][CH2:13][C:14]=3[CH:15]=[CH:16][C:8]=2[CH2:7][CH2:6]1)=[O:4] |f:1.2|. Procedure details: The product from step (b) (1.13 mmol) was dissolved in 4N HCl/dioxane and heated to 60° C. for 1 hour after which time LCMS indicated no starting material. The reaction mixture was cooled to RT and the solvent was evaporated in vacuo to give the crude product as a brown semi-solid. Purification by flash silica-gel chromatography (gradient elution: 0-50% EtOAc in hexanes) gave the sub-title compound (22 mg) as a yellow oil. MS: ESI (positive): 365 (M+H). RXN SMILES: [Br:1][c:2]1[cH:3][c:4]([C:8]2([CH2:12][C:13](=[O:14])[O:15][CH2:16][CH3:17])[CH2:9][O:10][CH2:11]2)[cH:5][cH:6][cH:7]1.[CH3:21][OH:22].[ClH:20].[Na+:19].[OH-:18]>>[Br:1][c:2]1[cH:3][c:4]([C:8]2([CH2:12][C:13](=[O:14])[OH:15])[CH2:9][O:10][CH2:11]2)[cH:5][cH:6][cH:7]1. Product: O=C(O)CC1(c2cccc(Br)c2)COC1. The reactants are CCOC(=O)CC1(c2cccc(Br)c2)COC1, CO, Cl, [Na+], [OH-]. The reactants are C(C)(C)(C)OC(=O)N1CC(NCCC1)C (4-(tert-butoxycarbonyl)-hexahydro-2-methyl-1H-1,4-diazepine), CC1NCCCNC1 (hexahydro-2-methyl-1H-1,4-diazepine), ClS(=O)(=O)C1=C2C(=CN=CC2=CC=C1)C (5-chlorosulfonyl-4-methylisoquinoline). Product: Cl.CC1N(CCCNC1)S(=O)(=O)C1=C2C(=CN=CC2=CC=C1)C (Hexahydro-2-methyl-1-[(4-methyl-5-isoquinolinyl)sulfonyl]-1H-1,4-diazepine hydrochloride). Isolated yield 15.2%. As a reaction SMILES: C(OC([N:8]1[CH2:14][CH2:13][CH2:12][NH:11][CH:10]([CH3:15])[CH2:9]1)=O)(C)(C)C.CC1CNCCCN1.[Cl:24][S:25]([C:28]1[CH:37]=[CH:36][CH:35]=[C:34]2[C:29]=1[C:30]([CH3:38])=[CH:31][N:32]=[CH:33]2)(=[O:27])=[O:26]>>[ClH:24].[CH3:15][CH:10]1[CH2:9][NH:8][CH2:14][CH2:13][CH2:12][N:11]1[S:25]([C:28]1[CH:37]=[CH:36][CH:35]=[C:34]2[C:29]=1[C:30]([CH3:38])=[CH:31][N:32]=[CH:33]2)(=[O:26])=[O:27] |f:3.4|. Reported procedure: Using 1.07 g of 4-(tert-butoxycarbonyl)-hexahydro-2-methyl-1H-1,4-diazepine prepared by protecting the 4-position of hexahydro-2-methyl-1H-1,4-diazepine (2.8 g) synthesized in accordance with J. Med. Chem., 1990, 33, 142 and 1.21 g of 5-chlorosulfonyl-4-methylisoquinoline, the procedure of Example 1 was otherwise repeated to provide 0.27 g of the objective compound (white crystals). The reactants are C(C)OC(=O)C=1C(=NC2=CC=C(C=C2C1CC1=C(C=CC=C1)Cl)Cl)OS(=O)(=O)C(F)(F)F (6-chloro-4-(2-chloro-benzyl)-2-trifluoromethanesulfonyloxy-quinoline-3-carboxylic acid ethyl ester), CC(C)O (propan-2-ol). Product: C(C)OC(=O)C=1C(=NC2=CC=C(C=C2C1CC1=C(C=CC=C1)Cl)Cl)OC(C)C (6-Chloro-4-(2-chloro-benzyl)-2-isopropoxy-quinoline-3-carboxylic acid ethyl ester). As a reaction SMILES: [CH2:1]([O:3][C:4]([C:6]1[C:7]([O:25]S(C(F)(F)F)(=O)=O)=[N:8][C:9]2[C:14]([C:15]=1[CH2:16][C:17]1[CH:22]=[CH:21][CH:20]=[CH:19][C:18]=1[Cl:23])=[CH:13][C:12]([Cl:24])=[CH:11][CH:10]=2)=[O:5])[CH3:2].[CH3:33][CH:34](O)[CH3:35]>>[CH2:1]([O:3][C:4]([C:6]1[C:7]([O:25][CH:34]([CH3:35])[CH3:33])=[N:8][C:9]2[C:14]([C:15]=1[CH2:16][C:17]1[CH:22]=[CH:21][CH:20]=[CH:19][C:18]=1[Cl:23])=[CH:13][C:12]([Cl:24])=[CH:11][CH:10]=2)=[O:5])[CH3:2]. Procedure: This compound was prepared in analogy to example 29 step D from 6-chloro-4-(2-chloro-benzyl)-2-trifluoromethanesulfonyloxy-quinoline-3-carboxylic acid ethyl ester (prepared as described in example 29 step C) and propan-2-ol. Off white solid. LC-MS (ESI): 418 (M+H)+.